From a dataset of the Open Reaction Database (ORD), a public repository of structured organic reaction records. describe an organic reaction: reactants, conditions, products, and yield The reactants are N(=NC(=O)OC(C)C)C(=O)OC(C)C (Diisopropyl azodicarboxylate), OC1=CC=C2C(=NC=NC2=C1)OC=1C=C2C=C(NC2=CC1)C (7-hydroxy-4-(2-methylindol-5-yloxy)quinazoline), C1(=CC=CC=C1)P(C1=CC=CC=C1)C1=CC=CC=C1 (triphenyl phosphine), N1(CCCC1)CCCO (3-pyrrolidinopropan-1-ol). The solvent is C(Cl)Cl (methylene chloride). Reaction conditions: time 8 hour. The product is CC=1NC2=CC=C(C=C2C1)OC1=NC=NC2=CC(=CC=C12)OCCCN1CCCC1 (4-(2-methylindol-5-yloxy)-7-(3-(pyrrolidin-yl)propoxy)quinazoline). Yield: 35.8%. Reaction SMILES: N(C(OC(C)C)=O)=NC(OC(C)C)=O.[OH:15][C:16]1[CH:25]=[C:24]2[C:19]([C:20]([O:26][C:27]3[CH:28]=[C:29]4[C:33](=[CH:34][CH:35]=3)[NH:32][C:31]([CH3:36])=[CH:30]4)=[N:21][CH:22]=[N:23]2)=[CH:18][CH:17]=1.C1(P(C2C=CC=CC=2)C2C=CC=CC=2)C=CC=CC=1.[N:56]1([CH2:61][CH2:62][CH2:63]O)[CH2:60][CH2:59][CH2:58][CH2:57]1>C(Cl)Cl>[CH3:36][C:31]1[NH:32][C:33]2[C:29]([CH:30]=1)=[CH:28][C:27]([O:26][C:20]1[C:19]3[C:24](=[CH:25][C:16]([O:15][CH2:63][CH2:62][CH2:61][N:56]4[CH2:60][CH2:59][CH2:58][CH2:57]4)=[CH:17][CH:18]=3)[N:23]=[CH:22][N:21]=1)=[CH:35][CH:34]=2. Reported procedure: Diisopropyl azodicarboxylate (146 mg, 0.72 mmol) was added to a solution of 7-hydroxy-4-(2-methylindol-5-yloxy)quinazoline (100 mg, 0.34 mmol), triphenyl phosphine (189 mg, 0.72 mol), and 3-pyrrolidinopropan-1-ol (89 mg, 0.686 mmol), (J. Org. Chem. 1988, 53, 3164), in methylene chloride (2.5 ml). After stirring overnight at ambient temperature, the solid was filtered. The filtrate was purified by column chromatography eluting with ethyl acetate/methylene chloride (1/1) followed by ethyl acetate/... The reactants are CC(O)(c1ccc(N2CCN(S(=O)(=O)c3cccs3)CC2COS(C)(=O)=O)cc1)C(F)(F)F, CO, NC1CC1. Yields the product CC(O)(c1ccc(N2CCN(S(=O)(=O)c3cccs3)CC2CNC2CC2)cc1)C(F)(F)F. RXN SMILES: [CH3:1][S:2]([O:3][CH2:6][CH:7]1[N:8]([c:21]2[cH:22][cH:23][c:24]([C:27]([C:28]([F:29])([F:30])[F:31])([CH3:32])[OH:33])[cH:25][cH:26]2)[CH2:9][CH2:10][N:11]([S:13](=[O:14])(=[O:15])[c:16]2[s:17][cH:18][cH:19][cH:20]2)[CH2:12]1)(=[O:4])=[O:5].[CH3:38][OH:39].[CH:34]1([NH2:37])[CH2:35][CH2:36]1>>[CH2:6]([CH:7]1[N:8]([c:21]2[cH:22][cH:23][c:24]([C:27]([C:28]([F:29])([F:30])[F:31])([CH3:32])[OH:33])[cH:25][cH:26]2)[CH2:9][CH2:10][N:11]([S:13](=[O:14])(=[O:15])[c:16]2[s:17][cH:18][cH:19][cH:20]2)[CH2:12]1)[NH:37][CH:34]1[CH2:35][CH2:36]1. Reactants: ClC=1C=C(C=CC1OC(C)C)C1=NOC(=N1)C1=CC=C(C=C1)CO ((4-(3-(3-chloro-4-isopropoxyphenyl)-1,2,4-oxadiazol-5-yl)phenyl)methanol), C1CCC2=NCCCN2CC1 (DBU), C(=O)(O)[O-].[Na+] (NaHCO3), P(OC1=CC=CC=C1)(OC1=CC=CC=C1)(=O)N=[N+]=[N-] (diphenyl phosphorazidate). Run in C1CCOC1 (THF), CCOCC (ether). Product: N(=[N+]=[N-])CC1=CC=C(C=C1)C1=NC(=NO1)C1=CC(=C(C=C1)OC(C)C)Cl (5-(4-(azidomethyl)phenyl)-3-(3-chloro-4-isopropoxyphenyl)-1,2,4-oxadiazole). The yield is 61.5%. RXN SMILES: [Cl:1][C:2]1[CH:3]=[C:4]([C:12]2[N:16]=[C:15]([C:17]3[CH:22]=[CH:21][C:20]([CH2:23]O)=[CH:19][CH:18]=3)[O:14][N:13]=2)[CH:5]=[CH:6][C:7]=1[O:8][CH:9]([CH3:11])[CH3:10].C1CCN2C(=NCCC2)CC1.P([N:52]=[N+:53]=[N-:54])(=O)(OC1C=CC=CC=1)OC1C=CC=CC=1.C([O-])(O)=O.[Na+]>C1COCC1.CCOCC>[N:52]([CH2:23][C:20]1[CH:21]=[CH:22][C:17]([C:15]2[O:14][N:13]=[C:12]([C:4]3[CH:5]=[CH:6][C:7]([O:8][CH:9]([CH3:11])[CH3:10])=[C:2]([Cl:1])[CH:3]=3)[N:16]=2)=[CH:18][CH:19]=1)=[N+:53]=[N-:54] |f:3.4|. Procedure details: To a solution of (4-(3-(3-chloro-4-isopropoxyphenyl)-1,2,4-oxadiazol-5-yl)phenyl)methanol (0.100 g, 0.290 mmol) in THF (1.5 ml) was added DBU (0.048 ml, 0.319 mmol) followed by diphenyl phosphorazidate (0.069 ml, 0.319 mmol). After about 15 h the reaction mixture was poured into ether and saturated NaHCO3. The organic layer was separated, washed with brine, dried (MgSO4), concentrated in vacuo and purified by chromatography on silica gel (eluting with EtOAc/Hep) to provide 5-(4-(azidomethyl)phen... Reaction SMILES: [CH3:2][n:3]1[c:4]([C:41](=[O:42])[NH:43][CH2:44][CH2:45][C:46](=[NH:47])[NH2:48])[cH:5][c:6]([NH:8][C:9](=[O:10])[c:11]2[n:12]([CH3:40])[cH:13][c:14]([NH:16][C:17](=[O:18])[c:19]3[n:20]([CH3:39])[cH:21][c:22]([NH:24][C:25](=[O:26])[c:27]4[n:28]([CH3:38])[cH:29][c:30]([NH:32][C:33]([C:34](=[CH2:35])[Br:36])=[O:37])[cH:31]4)[cH:23]3)[cH:15]2)[cH:7]1.[ClH:1].[K+:56].[K+:57].[O-:58][C:59]([O-:60])=[O:61].[O:49]=[C:50]1[O:51][C:52](=[O:53])[CH2:54][CH2:55]1.[O:62]=[CH:63][N:64]([CH3:65])[CH3:66]>>[CH3:2][n:3]1[c:4]([C:41](=[O:42])[NH:43][CH2:44][CH2:45][C:46]#[N:47])[cH:5][c:6]([NH:8][C:9](=[O:10])[c:11]2[n:12]([CH3:40])[cH:13][c:14]([NH:16][C:17](=[O:18])[c:19]3[n:20]([CH3:39])[cH:21][c:22]([NH:24][C:25](=[O:26])[c:27]4[n:28]([CH3:38])[cH:29][c:30]([NH:32][C:33]([C:34](=[CH2:35])[Br:36])=[O:37])[cH:31]4)[cH:23]3)[cH:15]2)[cH:7]1. Reactants: C=C(Br)C(=O)Nc1cc(C(=O)Nc2cc(C(=O)Nc3cc(C(=O)Nc4cc(C(=O)NCCC(=N)N)n(C)c4)n(C)c3)n(C)c2)n(C)c1, Cl, [K+], [K+], O=C([O-])[O-], O=C1CCC(=O)O1, CN(C)C=O. Product: C=C(Br)C(=O)Nc1cc(C(=O)Nc2cc(C(=O)Nc3cc(C(=O)Nc4cc(C(=O)NCCC#N)n(C)c4)n(C)c3)n(C)c2)n(C)c1. Starting materials: CC(C)[Si](C(C)C)(C(C)C)n1ccc2c(Br)cccc21, CC(C)(C)O, [K+], [K+], Nc1ccccc1, O=C([O-])[O-]. The product is CC(C)[Si](C(C)C)(C(C)C)n1ccc2c(Nc3ccccc3)cccc21. As a reaction SMILES: [Br:8][c:9]1[c:10]2[cH:11][cH:12][n:13]([Si:18]([CH:19]([CH3:20])[CH3:21])([CH:22]([CH3:23])[CH3:24])[CH:25]([CH3:26])[CH3:27])[c:14]2[cH:15][cH:16][cH:17]1.[C:34]([OH:35])([CH3:36])([CH3:37])[CH3:38].[K+:28].[K+:29].[NH2:1][c:2]1[cH:3][cH:4][cH:5][cH:6][cH:7]1.[O-:30][C:31]([O-:32])=[O:33]>>[NH:1]([c:2]1[cH:3][cH:4][cH:5][cH:6][cH:7]1)[c:9]1[c:10]2[cH:11][cH:12][n:13]([Si:18]([CH:19]([CH3:20])[CH3:21])([CH:22]([CH3:23])[CH3:24])[CH:25]([CH3:26])[CH3:27])[c:14]2[cH:15][cH:16][cH:17]1.